From a dataset of the Open Reaction Database (ORD), a public repository of structured organic reaction records. describe an organic reaction: reactants, conditions, products, and yield Starting materials: C1(=C(C=CC=C1)CC=1NC(C(=C(N1)C(=O)OC)O)=O)C1=CC=CC=C1 (methyl 2-(biphenyl-2-ylmethyl)-5-hydroxy-6-oxo-1,6-dihydropyrimidine-4-carboxylate), C(CC1=CC=CC=C1)N (phenethylamine). Product: C(CC1=CC=CC=C1)NC(=O)C=1N=C(NC(C1O)=O)CC1=C(C=CC=C1)C1=CC=CC=C1 (2-biphenyl-2-ylmethyl-5-hydroxy-6-oxo-1,6-dihydro-pyrimidine-4-carboxylic acid phenethylamide). Isolated yield 42.6%. RXN SMILES: [C:1]1([C:20]2[CH:25]=[CH:24][CH:23]=[CH:22][CH:21]=2)[CH:6]=[CH:5][CH:4]=[CH:3][C:2]=1[CH2:7][C:8]1[NH:9][C:10](=[O:19])[C:11]([OH:18])=[C:12]([C:14](OC)=[O:15])[N:13]=1.[CH2:26]([NH2:34])[CH2:27][C:28]1[CH:33]=[CH:32][CH:31]=[CH:30][CH:29]=1>>[CH2:26]([NH:34][C:14]([C:12]1[N:13]=[C:8]([CH2:7][C:2]2[CH:3]=[CH:4][CH:5]=[CH:6][C:1]=2[C:20]2[CH:25]=[CH:24][CH:23]=[CH:22][CH:21]=2)[NH:9][C:10](=[O:19])[C:11]=1[OH:18])=[O:15])[CH2:27][C:28]1[CH:33]=[CH:32][CH:31]=[CH:30][CH:29]=1. Procedure: The synthesis was performed as in Example 21 using methyl 2-(biphenyl-2-ylmethyl)-5-hydroxy-6-oxo-1,6-dihydropyrimidine-4-carboxylate (0.10 g, 298 μmol) and phenethylamine (0.5 ml; 3.98 mmol) to provide the title compound as an off-white solid (0.054 g; 42%). LCMS: m/z=425 (MH+). Starting materials: ClC1=NC=CC(=C1)C1=NC(=NC=C1)NC(CSC)C (4-(2-chloro-4-pyridinyl)-N-[1-methyl-2-(methylthio)ethyl]-2-pyrimidinamine), ClC1=NC=CC(=C1)C1=NC(=NC=C1)NC(CSC)C (4-(2-chloro-4-pyridinyl)-N-[1-methyl-2-(methylthio)ethyl]-2-pyrimidinamine), FC=1C=C(N)C=CC1 (3-fluoroaniline), C1(=CC=CC=C1)P(C1=C(C2=CC=CC=C2C=C1)C1=C(C=CC2=CC=CC=C12)P(C1=CC=CC=C1)C1=CC=CC=C1)C1=CC=CC=C1 ((±)-2,2′-bis(diphenylphosphino)-1,1′-binaphthalene), C([O-])([O-])=O.[Cs+].[Cs+] (cesium carbonate). Reagents/catalysts: C(C)(=O)[O-].[Pd+2].C(C)(=O)[O-] (palladium(II) acetate). The solvent is C1(=CC=CC=C1)C (toluene). Run at temperature 110 celsius, time 13 hour. Yields the product FC=1C=C(C=CC1)NC1=NC=CC(=C1)C1=NC(=NC=C1)NC(CSC)C (4-[2-[(3-fluorophenyl)amino]-4-pyridinyl]-N-[1-methyl-2-(methylthio)ethyl]-2-pyrimidinamine). Reaction SMILES: Cl[C:2]1[CH:7]=[C:6]([C:8]2[CH:13]=[CH:12][N:11]=[C:10]([NH:14][CH:15]([CH3:19])[CH2:16][S:17][CH3:18])[N:9]=2)[CH:5]=[CH:4][N:3]=1.[F:20][C:21]1[CH:22]=[C:23]([CH:25]=[CH:26][CH:27]=1)[NH2:24].C1(P(C2C=CC=CC=2)C2C=CC3C(=CC=CC=3)C=2C2C3C(=CC=CC=3)C=CC=2P(C2C=CC=CC=2)C2C=CC=CC=2)C=CC=CC=1.C(=O)([O-])[O-].[Cs+].[Cs+]>C1(C)C=CC=CC=1.C([O-])(=O)C.[Pd+2].C([O-])(=O)C>[F:20][C:21]1[CH:22]=[C:23]([NH:24][C:2]2[CH:7]=[C:6]([C:8]3[CH:13]=[CH:12][N:11]=[C:10]([NH:14][CH:15]([CH3:19])[CH2:16][S:17][CH3:18])[N:9]=3)[CH:5]=[CH:4][N:3]=2)[CH:25]=[CH:26][CH:27]=1 |f:3.4.5,7.8.9|. Procedure: To a solution of 4-(2-chloro-4-pyridinyl)-N-[1-methyl-2-(methylthio)ethyl]-2-pyrimidinamine (i.e., the product of Step C) (150 mg, 0.5 mmol) in toluene (6.0 mL) was added 3-fluoroaniline (108 μL, 1.1 mmol), palladium(II) acetate (24 mg, 0.12 mmol), (±)-2,2′-bis(diphenylphosphino)-1,1′-binaphthalene ((±)-BINAP) (40 mg, 0.06 mmol) and cesium carbonate (700 mg, 2.2 mmol); the resulting mixture was stirred at 110° C. for 13 h. The mixture was allowed to cool and silica gel (300 mg) was added. The ex... Reactants: [K+], O=C(O)c1cn2c3c(ccc([N+](=O)[O-])c3c1=O)C1CCCCC12, [OH-]. The product is Nc1ccc2c3c1c(=O)c(C(=O)O)cn3C1CCCCC21. As a reaction SMILES: [K+:25].[N+:1]([O-:2])(=[O:3])[c:4]1[cH:5][cH:6][c:7]2[c:15]3[n:14]([cH:19][c:18]([C:20](=[O:21])[OH:22])[c:17](=[O:23])[c:16]13)[CH:13]1[CH:8]2[CH2:9][CH2:10][CH2:11][CH2:12]1.[OH-:24]>>[NH2:1][c:4]1[cH:5][cH:6][c:7]2[c:15]3[n:14]([cH:19][c:18]([C:20](=[O:21])[OH:22])[c:17](=[O:23])[c:16]13)[CH:13]1[CH:8]2[CH2:9][CH2:10][CH2:11][CH2:12]1. Yields the product Clc1cccc(CBr)c1I. As a reaction SMILES: [Br:10][N:11]1[C:12](=[O:13])[CH2:14][CH2:15][C:16]1=[O:17].[C:18]([O:19][O:20][C:21](=[O:22])[c:23]1[cH:24][cH:25][cH:26][cH:27][cH:28]1)(=[O:29])[c:30]1[cH:31][cH:32][cH:33][cH:34][cH:35]1.[Cl:1][c:2]1[c:3]([I:9])[c:4]([CH3:8])[cH:5][cH:6][cH:7]1.[Cl:36][C:37]([Cl:38])([Cl:39])[Cl:40]>>[Cl:1][c:2]1[c:3]([I:9])[c:4]([CH2:8][Br:10])[cH:5][cH:6][cH:7]1. Starting materials: O=C1CCC(=O)N1Br, O=C(OOC(=O)c1ccccc1)c1ccccc1, Cc1cccc(Cl)c1I, ClC(Cl)(Cl)Cl. Starting materials: O1C(CO\N=C\2/CCCC=3SC=CC32)C1 (E-4-(2,3-epoxypropoxy)imino-4,5,6,7-tetrahydrobenzo[b]thiophene), CN1CCNCC1 (1-methylpiperazine), Dioxalate. Yields the product OC(CO\N=C\1/CCCC=2SC=CC21)CN2CCN(CC2)C (E-4-[2-Hydroxy-3-(4-methylpiperazin-1-yl)-propoxy]imino-4,5,6,7-tetrahydrobenzo[b]thiophene). Isolated yield 66.0%. RXN SMILES: [O:1]1[CH2:15][CH:2]1[CH2:3][O:4]/[N:5]=[C:6]1\[CH2:7][CH2:8][CH2:9][C:10]2[S:11][CH:12]=[CH:13][C:14]\1=2.[CH3:16][N:17]1[CH2:22][CH2:21][NH:20][CH2:19][CH2:18]1>>[OH:1][CH:2]([CH2:15][N:20]1[CH2:21][CH2:22][N:17]([CH3:16])[CH2:18][CH2:19]1)[CH2:3][O:4]/[N:5]=[C:6]1\[CH2:7][CH2:8][CH2:9][C:10]2[S:11][CH:12]=[CH:13][C:14]\1=2. Procedure: This compound is prepared by the procedure described in Example 1 by condensing E-4-(2,3-epoxypropoxy)imino-4,5,6,7-tetrahydrobenzo[b]thiophene with 1-methylpiperazine. Dioxalate: white crystals; m.p. 198° C. (recrystallised from methanol/water); yield: 66% of theory.